This data is from the Open Reaction Database (ORD), a public repository of structured organic reaction records. The task is: describe an organic reaction: reactants, conditions, products, and yield Reactants: O=C([O-])O, CC(C)(C)OC(=O)N1CCN(Cc2ccccc2)CC1CCOS(C)(=O)=O, [KH], [Na+], C1CCOC1, Sc1ccccc1. Yields the product CC(C)(C)OC(=O)N1CCN(Cc2ccccc2)CC1CCSc1ccccc1. As a reaction SMILES: [C:41](=[O:42])([OH:43])[O-:44].[C:9]([CH3:10])([CH3:11])([CH3:12])[O:13][C:14](=[O:15])[N:16]1[CH:17]([CH2:29][CH2:30][O:31][S:32]([CH3:33])(=[O:34])=[O:35])[CH2:18][N:19]([CH2:22][c:23]2[cH:24][cH:25][cH:26][cH:27][cH:28]2)[CH2:20][CH2:21]1.[KH:1].[Na+:45].[O:36]1[CH2:37][CH2:38][CH2:39][CH2:40]1.[SH:2][c:3]1[cH:4][cH:5][cH:6][cH:7][cH:8]1>>[S:2]([c:3]1[cH:4][cH:5][cH:6][cH:7][cH:8]1)[CH2:30][CH2:29][CH:17]1[N:16]([C:14]([O:13][C:9]([CH3:10])([CH3:11])[CH3:12])=[O:15])[CH2:21][CH2:20][N:19]([CH2:22][c:23]2[cH:24][cH:25][cH:26][cH:27][cH:28]2)[CH2:18]1. Procedure: This compound was prepared from (4-chloro-6-methoxy-[1,3,5]triazin-2-yl)-[3-methoxy-4-(4-methyl-imidazol-1-yl)-phenyl]-amine and 2,4-dichlorophenol in analogy to example 3. Chromatography on silica gel using ethyl acetate as an eluent gave the title compound as a colorless solid in 81% yield. The product is ClC1=C(OC2=NC(=NC(=N2)OC)NC2=CC(=C(C=C2)N2C=NC(=C2)C)OC)C=CC(=C1)Cl ([4-(2,4-Dichloro-phenoxy)-6-methoxy-[1,3,5]triazin-2-yl]-[3-methoxy-4-(4-methyl-imidazol-1-yl)-phenyl]-amine). Reactants: ClC1=NC(=NC(=N1)OC)NC1=CC(=C(C=C1)N1C=NC(=C1)C)OC ((4-chloro-6-methoxy-[1,3,5]triazin-2-yl)-[3-methoxy-4-(4-methyl-imidazol-1-yl)-phenyl]-amine), ClC1=C(C=CC(=C1)Cl)O (2,4-dichlorophenol). Isolated yield 81.0%. Reaction SMILES: Cl[C:2]1[N:7]=[C:6]([O:8][CH3:9])[N:5]=[C:4]([NH:10][C:11]2[CH:16]=[CH:15][C:14]([N:17]3[CH:21]=[C:20]([CH3:22])[N:19]=[CH:18]3)=[C:13]([O:23][CH3:24])[CH:12]=2)[N:3]=1.[Cl:25][C:26]1[CH:31]=[C:30]([Cl:32])[CH:29]=[CH:28][C:27]=1[OH:33]>C(OCC)(=O)C>[Cl:25][C:26]1[CH:31]=[C:30]([Cl:32])[CH:29]=[CH:28][C:27]=1[O:33][C:2]1[N:7]=[C:6]([O:8][CH3:9])[N:5]=[C:4]([NH:10][C:11]2[CH:16]=[CH:15][C:14]([N:17]3[CH:21]=[C:20]([CH3:22])[N:19]=[CH:18]3)=[C:13]([O:23][CH3:24])[CH:12]=2)[N:3]=1. The solvent is C(C)(=O)OCC (ethyl acetate). Starting materials: CCOC(C)=O, C1CCOC1, CSc1ccccc1Cc1ccccc1O, CCCCCC, [Cl-], N, [NH4+], [Na]. The product is Oc1ccccc1Cc1ccccc1S. Reaction SMILES: [C:21]([O:22][CH2:23][CH3:24])(=[O:25])[CH3:26].[CH2:33]1[O:34][CH2:35][CH2:36][CH2:37]1.[CH3:1][S:2][c:3]1[c:4]([CH2:5][c:6]2[c:7]([OH:12])[cH:8][cH:9][cH:10][cH:11]2)[cH:13][cH:14][cH:15][cH:16]1.[CH3:27][CH2:28][CH2:29][CH2:30][CH2:31][CH3:32].[Cl-:19].[NH3:17].[NH4+:20].[Na:18]>>[SH:2][c:3]1[c:4]([CH2:5][c:6]2[c:7]([OH:12])[cH:8][cH:9][cH:10][cH:11]2)[cH:13][cH:14][cH:15][cH:16]1. Starting materials: C1N2CCC(C=3NC=4C=CC=CC4C31)CC2 (3,4,5,6-tetrahydro-1H-2,5-ethanoazepino[4,3-b]indole), BrC=1C=C2C=CC=NC2=CC1 (6-bromoquinoline). Yields the product N1=CC=CC2=CC(=CC=C12)N1C2=C(C=3C=CC=CC13)CN1CCC2CC1 (6-quinolin-6-yl-3,4,5,6-tetrahydro-1H-2,5-ethanoazepino[4,3-b]indole). As a reaction SMILES: [CH2:1]1[C:14]2[C:13]3[CH:12]=[CH:11][CH:10]=[CH:9][C:8]=3[NH:7][C:6]=2[CH:5]2[CH2:15][CH2:16][N:2]1[CH2:3][CH2:4]2.Br[C:18]1[CH:19]=[C:20]2[C:25](=[CH:26][CH:27]=1)[N:24]=[CH:23][CH:22]=[CH:21]2>>[N:24]1[C:25]2[C:20](=[CH:19][C:18]([N:7]3[C:8]4[CH:9]=[CH:10][CH:11]=[CH:12][C:13]=4[C:14]4[CH2:1][N:2]5[CH2:3][CH2:4][CH:5]([C:6]3=4)[CH2:15][CH2:16]5)=[CH:27][CH:26]=2)[CH:21]=[CH:22][CH:23]=1. Procedure: The reaction of 3,4,5,6-tetrahydro-1H-2,5-ethanoazepino[4,3-b]indole (212 mg, 1.0 mmol; Example 187A) and 6-bromoquinoline (312 mg, 1.5 mmol; TCI-US) was performed as described in Example 68 to afford the title compound: 1H NMR (300 MHz, methanol-d4) δ ppm 1.95-2.22 (m, 4H) 2.94-2.99 (m, 1H) 3.09-3.28 (m, 4H) 4.36 (s, 2H) 7.06-7.13 (m, 3H) 7.39-7.47 (m, 1H) 7.64 (dd, J=8, 4 Hz, 1H) 7.74 (dd, J=9, 2 Hz, 1H) 7.96 (d, J=2 Hz, 1H) 8.23 (d, J=9 Hz, 1H) 8.47 (d, J=8 Hz, 1H) 8.95 (dd, J=4, 2 Hz, 1H); M...